Dataset: the Open Reaction Database (ORD), a public repository of structured organic reaction records. Task: describe an organic reaction: reactants, conditions, products, and yield The reactants are [H-].[Na+] (sodium hydride), C12(CC3CC(CC(C1)C3)C2)C=2C=C(C=CC2O)C#CC2=CC=C(C(=O)OC)C=C2 (methyl 4-[3-(1-adamantyl)-4-hydroxyphenylethynyl]benzoate), ICCCCCCCCC (1-iodononane). Solvent: CN(C)C=O (DMF), CN(C)C=O (DMF). Reaction conditions: time 4 hour. Product: C12(CC3CC(CC(C1)C3)C2)C=2C=C(C=CC2OCCCCCCCCC)C#CC2=CC=C(C(=O)OC)C=C2 (methyl 4-[3-(1-adamantyl)-4-nonyloxyphenylethynyl]benzoate). Reaction SMILES: [H-].[Na+].[C:3]12([C:13]3[CH:14]=[C:15]([C:20]#[C:21][C:22]4[CH:31]=[CH:30][C:25]([C:26]([O:28][CH3:29])=[O:27])=[CH:24][CH:23]=4)[CH:16]=[CH:17][C:18]=3[OH:19])[CH2:12][CH:7]3[CH2:8][CH:9]([CH2:11][CH:5]([CH2:6]3)[CH2:4]1)[CH2:10]2.I[CH2:33][CH2:34][CH2:35][CH2:36][CH2:37][CH2:38][CH2:39][CH2:40][CH3:41]>CN(C=O)C>[C:3]12([C:13]3[CH:14]=[C:15]([C:20]#[C:21][C:22]4[CH:31]=[CH:30][C:25]([C:26]([O:28][CH3:29])=[O:27])=[CH:24][CH:23]=4)[CH:16]=[CH:17][C:18]=3[O:19][CH2:33][CH2:34][CH2:35][CH2:36][CH2:37][CH2:38][CH2:39][CH2:40][CH3:41])[CH2:12][CH:7]3[CH2:8][CH:9]([CH2:11][CH:5]([CH2:6]3)[CH2:4]1)[CH2:10]2 |f:0.1|. Reported procedure: 75 mg (2.6 mmol) of sodium hydride (80% in oil) and 10 ml of DMF were introduced into a three-necked flask under a stream of nitrogen. A solution of 1 g (2.6 mmol) of methyl 4-[3-(1-adamantyl)-4-hydroxyphenylethynyl]benzoate dissolved in 70 ml of DMF was added dropwise and stirring was carried out at room temperature until gas evolution had ceased. 610 μl (3.1 mmol) of 1-iodononane were then added dropwise and stirring was carried out at room temperature for four hours. The reaction mixture was ... Starting materials: O=CO, CC(C)(C)OC(=O)N1CCC(n2c(=O)[nH]c(=O)c3cc(OCC(F)F)ccc32)CC1. The product is O=c1[nH]c(=O)n(C2CCNCC2)c2ccc(OCC(F)F)cc12. RXN SMILES: [CH:31]([OH:32])=[O:33].[F:1][CH:2]([CH2:3][O:4][c:5]1[cH:6][c:7]2[c:8](=[O:29])[nH:9][c:10](=[O:28])[n:11]([CH:15]3[CH2:16][CH2:17][N:18]([C:21]([O:22][C:23]([CH3:24])([CH3:25])[CH3:26])=[O:27])[CH2:19][CH2:20]3)[c:12]2[cH:13][cH:14]1)[F:30]>>[F:1][CH:2]([CH2:3][O:4][c:5]1[cH:6][c:7]2[c:8](=[O:29])[nH:9][c:10](=[O:28])[n:11]([CH:15]3[CH2:16][CH2:17][NH:18][CH2:19][CH2:20]3)[c:12]2[cH:13][cH:14]1)[F:30]. Reactants: NC(=O)C1=CC=CC=2NC(=NC21)C2(CCN(CC2)C(=O)OCC2=CC=CC=C2)NC(=O)OCC2C1=CC=CC=C1C=1C=CC=CC21 (benzyl 4-[4-(aminocarbonyl)-1H-benzimidazol-2-yl]-4-{[(9H-fluoren-9-ylmethoxy)carbonyl]amino}piperidine-1-carboxylate). The reagents and catalysts are [Pd] (Pd/C). The solvent is CO (MeOH), C(C)(=O)O (acetic acid). The product is NC(=O)C1=CC=CC=2NC(=NC21)C2(CCNCC2)NC(OCC2C1=CC=CC=C1C=1C=CC=CC21)=O (9H-fluoren-9-ylmethyl 4-[4-(aminocarbonyl)-1H-benzimidazol-2-yl]piperidin-4-ylcarbamate). Isolated yield 65.8%. As a reaction SMILES: [NH2:1][C:2]([C:4]1[C:12]2[N:11]=[C:10]([C:13]3([NH:29][C:30]([O:32][CH2:33][CH:34]4[C:46]5[CH:45]=[CH:44][CH:43]=[CH:42][C:41]=5[C:40]5[C:35]4=[CH:36][CH:37]=[CH:38][CH:39]=5)=[O:31])[CH2:18][CH2:17][N:16](C(OCC4C=CC=CC=4)=O)[CH2:15][CH2:14]3)[NH:9][C:8]=2[CH:7]=[CH:6][CH:5]=1)=[O:3]>CO.C(O)(=O)C.[Pd]>[NH2:1][C:2]([C:4]1[C:12]2[N:11]=[C:10]([C:13]3([NH:29][C:30](=[O:31])[O:32][CH2:33][CH:34]4[C:35]5[CH:36]=[CH:37][CH:38]=[CH:39][C:40]=5[C:41]5[C:46]4=[CH:45][CH:44]=[CH:43][CH:42]=5)[CH2:18][CH2:17][NH:16][CH2:15][CH2:14]3)[NH:9][C:8]=2[CH:7]=[CH:6][CH:5]=1)=[O:3]. Procedure: A mixture of Example 49A (0.175 g, 0.3 mmol) and 10% Pd/C (0.015 g) in MeOH (5 ml) and acetic acid (0.2 ml), was stirred overnight under a H2 atmosphere at room temperature. The mixture was filtered through a pad of silica then concentrated under vacuum. The residue was purified by HPLC on a C18 column with 0-100% CH3CN/H2O/0.1% TFA to provide 0.095 g (69%) of the desired product. MS (ESI) m/e 482 (M+H)+. 1H NMR (DMSO-D6) δ ppm 8.55 (s, 1H), 8.42 (s, 1H), 8.15 (s, 1H), 7.82-7.91 (m, 3H), 7.65-7....